This data is from the Open Reaction Database (ORD), a public repository of structured organic reaction records. The task is: describe an organic reaction: reactants, conditions, products, and yield Reactants: CC=1SC(=C(N1)C)C(CBr)=O (2,4-dimethyl-5-bromoacetyl-thiazole), C(=O)(OC)COC1=CC=C(C=C1)CC(C)N (2-(4-carbomethoxymethoxyphenyl)-1-methylethylamine). Product: C(=O)(OC)COC1=CC=C(C=C1)CC(C)NCC(C1=C(N=C(S1)C)C)O (N-[2-(4-Carbomethoxymethoxyphenyl)-1-methylethyl]-2-hydroxy-2-(2,4-dimethyl-thiazol-5-yl)ethanamine). As a reaction SMILES: [CH3:1][C:2]1[S:3][C:4]([C:8](=[O:11])[CH2:9]Br)=[C:5]([CH3:7])[N:6]=1.[C:12]([CH2:16][O:17][C:18]1[CH:23]=[CH:22][C:21]([CH2:24][CH:25]([NH2:27])[CH3:26])=[CH:20][CH:19]=1)([O:14][CH3:15])=[O:13]>>[C:12]([CH2:16][O:17][C:18]1[CH:23]=[CH:22][C:21]([CH2:24][CH:25]([NH:27][CH2:9][CH:8]([OH:11])[C:4]2[S:3][C:2]([CH3:1])=[N:6][C:5]=2[CH3:7])[CH3:26])=[CH:20][CH:19]=1)([O:14][CH3:15])=[O:13]. Procedure details: Prepared analogously to Example 3 by reaction of 2,4-dimethyl-5-bromoacetyl-thiazole with 2-(4-carbomethoxymethoxyphenyl)-1-methylethylamine, followed by reduction and purification of the base on a silica gel column using ethyl acetate/methanol=17:3. Starting materials: Cl.ClC=1C=C(C=C(C1)Cl)CC(OC)=N (methyl 3,5-dichlorobenzeneethanimidate hydrochloride), product, C1(=CC=CC=C1)C (toluene), O (water). The product is ClC=1C=C(C=C(C1)Cl)CC(=O)OC (methyl 3,5-dichlorobenzeneacetate). The yield is 91.0%. Reaction SMILES: Cl.[Cl:2][C:3]1[CH:4]=[C:5]([CH2:10][C:11](=N)[O:12][CH3:13])[CH:6]=[C:7]([Cl:9])[CH:8]=1.C1(C)C=CC=CC=1.[OH2:22]>>[Cl:2][C:3]1[CH:4]=[C:5]([CH2:10][C:11]([O:12][CH3:13])=[O:22])[CH:6]=[C:7]([Cl:9])[CH:8]=1 |f:0.1|. Reported procedure: To methyl 3,5-dichlorobenzeneethanimidate hydrochloride (1:1) (i.e. the product from Step A1a) (50 g, 0.107 mol) was added to a mixture of toluene (167 mL) and water (167 mL). After 60 min the organic phase was removed, dried (MgSO4), and evaporated to give the title compound as an oil (39 g, 91%). Reactants: ClC1=C(C=NC2=CC(=CC=C12)F)C#N (4-chloro-7-fluoro-3-quinolinecarbonitrile), ClC1=C(N)C=C(C(=C1)Cl)OC (2,4-dichloro-5-methoxyaniline), Cl.N1=CC=CC=C1 (pyridine hydrochloride). The product is ClC1=C(C=C(C(=C1)Cl)OC)NC1=C(C=NC2=CC(=CC=C12)F)C#N (4-[(2,4-dichloro-5-methoxyphenyl)amino]-7-fluoro-3-quinolinecarbonitrile). Isolated yield 48.2%. Reaction SMILES: Cl[C:2]1[C:11]2[C:6](=[CH:7][C:8]([F:12])=[CH:9][CH:10]=2)[N:5]=[CH:4][C:3]=1[C:13]#[N:14].[Cl:15][C:16]1[CH:22]=[C:21]([Cl:23])[C:20]([O:24][CH3:25])=[CH:19][C:17]=1[NH2:18].Cl.N1C=CC=CC=1>>[Cl:15][C:16]1[CH:22]=[C:21]([Cl:23])[C:20]([O:24][CH3:25])=[CH:19][C:17]=1[NH:18][C:2]1[C:11]2[C:6](=[CH:7][C:8]([F:12])=[CH:9][CH:10]=2)[N:5]=[CH:4][C:3]=1[C:13]#[N:14] |f:2.3|. Reported procedure: Following the procedure of Reference Example 8, a mixture of 4-chloro-7-fluoro-3-quinolinecarbonitrile (2.10 g, 10.2 mmol), 2,4-dichloro-5-methoxyaniline (2.15 g, 11.2 mmol) and pyridine hydrochloride (1.18 g, 10.2 mmol) provides 1.78 g of 4-[(2,4-dichloro-5-methoxyphenyl)amino]-7-fluoro-3-quinolinecarbonitrile, mp 199-201° C.